From a dataset of the Open Reaction Database (ORD), a public repository of structured organic reaction records. describe an organic reaction: reactants, conditions, products, and yield Reactants: CC(=O)OC(CF)c1ccsc1S(=O)(=O)NC(C)(C)C, O=C(O)C(F)(F)F. Yields the product CC(=O)OC(CF)c1ccsc1S(N)(=O)=O. As a reaction SMILES: [C:1]([CH3:2])([CH3:3])([CH3:4])[NH:5][S:6](=[O:7])(=[O:8])[c:9]1[s:10][cH:11][cH:12][c:13]1[CH:14]([CH2:15][F:16])[O:17][C:18]([CH3:19])=[O:20].[OH:21][C:22]([C:23]([F:24])([F:25])[F:26])=[O:27]>>[NH2:5][S:6](=[O:7])(=[O:8])[c:9]1[s:10][cH:11][cH:12][c:13]1[CH:14]([CH2:15][F:16])[O:17][C:18]([CH3:19])=[O:20]. Reactants: IN1C(CCC1=O)=O (N-Iodosuccinimide), ClC1=C(C=C(C=C1)OC)C1=C(C=CC=C1)F (2-chloro-2′-fluoro-5-methoxybiphenyl). Solvent: S(O)(O)(=O)=O (sulfuric acid), C(C)(=O)O (acetic acid), ClCCl (dichloromethane). Reaction conditions: time 18 hour. Product: ClC1=C(C=C(C(=C1)I)OC)C1=C(C=CC=C1)F (2-Chloro-2′-fluoro-4-iodo-5-methoxybiphenyl). The yield is 60.9%. As a reaction SMILES: [I:1]N1C(=O)CCC1=O.[Cl:9][C:10]1[CH:15]=[CH:14][C:13]([O:16][CH3:17])=[CH:12][C:11]=1[C:18]1[CH:23]=[CH:22][CH:21]=[CH:20][C:19]=1[F:24]>S(=O)(=O)(O)O.C(O)(=O)C.ClCCl>[Cl:9][C:10]1[CH:15]=[C:14]([I:1])[C:13]([O:16][CH3:17])=[CH:12][C:11]=1[C:18]1[CH:23]=[CH:22][CH:21]=[CH:20][C:19]=1[F:24]. Reported procedure: N-Iodosuccinimide (683 mg, 3.04 mmol) was added to a solution of 2-chloro-2′-fluoro-5-methoxybiphenyl (Preparation 96, 749 mg, 3.16 mmol) in concentrated sulfuric acid (0.09 mL), acetic acid (4.7 mL) and dichloromethane (4.7 mL). The resulting mixture was stirred at room temperature for 18 hours and then partitioned between dichloromethane (30 mL) and water (5 mL). The organic phase was separated and washed with water (2×5 mL), brine (5 mL), dried over MgSO4, filtered and evaporated to give a re... Reported procedure: The titled compound was prepared from 4-methyl-1-(2,3,4,6-tetra-O-acetyl-β-D-glucopyranosyl)indole obtained in Example 23-(1) and benzo[b]furan-5-carbonyl chloride in a manner similar to Example 3 as a colorless powder. APCI-Mass m/Z 424 (M−H). 1H-NMR (DMSO-d6) δ 2.40 (s, 3H), 3.23 (td, J=8.9, 5.5 Hz, 1H), 3.39 (td, J=8.8, 5.1 Hz, 1H), 3.42-3.47 (m, 2H), 3.65-3.70 (m, 2H), 4.30 (s, 2H), 4.52 (t, J=5.5 Hz, 1H), 5.07 (d, J=5.3 Hz, 1H), 5.13 (d, J=5.0 Hz, 1H), 5.17 (d, J=5.8 Hz, 1H), 5.35 (d, J=9.0... Starting materials: CC1=C2C=CN(C2=CC=C1)[C@H]1[C@H](OC(C)=O)[C@@H](OC(C)=O)[C@H](OC(C)=O)[C@H](O1)COC(C)=O (4-methyl-1-(2,3,4,6-tetra-O-acetyl-β-D-glucopyranosyl)indole), O1C2=C(C=C1)C=C(C=C2)C(=O)Cl (benzo[b]furan-5-carbonyl chloride), Example 3. The product is O1C2=C(C=C1)C=C(C=C2)CC2=CN(C1=CC=CC(=C21)C)[C@H]2[C@H](O)[C@@H](O)[C@H](O)[C@H](O2)CO (3-(Benzo[b]furan-5-yl-methyl)-4-methyl-1-(β-D-glucopyranosyl)indole). As a reaction SMILES: [CH3:1][C:2]1[CH:10]=[CH:9][CH:8]=[C:7]2[C:3]=1[CH:4]=[CH:5][N:6]2[C@@H:11]1[O:28][C@H:27]([CH2:29][O:30]C(=O)C)[C@@H:22]([O:23]C(=O)C)[C@H:17]([O:18]C(=O)C)[C@H:12]1[O:13]C(=O)C.[O:34]1[CH:38]=[CH:37][C:36]2[CH:39]=[C:40]([C:43](Cl)=O)[CH:41]=[CH:42][C:35]1=2>>[O:34]1[CH:38]=[CH:37][C:36]2[CH:39]=[C:40]([CH2:43][C:4]3[C:3]4[C:7](=[CH:8][CH:9]=[CH:10][C:2]=4[CH3:1])[N:6]([C@@H:11]4[O:28][C@H:27]([CH2:29][OH:30])[C@@H:22]([OH:23])[C@H:17]([OH:18])[C@H:12]4[OH:13])[CH:5]=3)[CH:41]=[CH:42][C:35]1=2. The reactants are COC(CC1=CC2=CC=C(C=C2C(=C1C#C[Si](C)(C)C)OC(C)=O)F)=O ((4-acetoxy-6-fluoro-3-trimethylsilanylethynyl-naphthalen-2-yl)-acetic acid methyl ester), [F-].[K+] (potassium fluoride). Solvent: CN(C=O)C (N,N-dimethylformamide), O (water), O (water). Conditions: time 4 hour. The product is COC(CC1=CC2=CC=C(C=C2C(=C1C#C)OC(C)=O)F)=O ((4-acetoxy-3-ethynyl-6-fluoro-naphthalen-2-yl)-acetic acid methyl ester). The yield is 94.7%. Reaction SMILES: [CH3:1][O:2][C:3](=[O:26])[CH2:4][C:5]1[C:14]([C:15]#[C:16][Si](C)(C)C)=[C:13]([O:21][C:22](=[O:24])[CH3:23])[C:12]2[C:7](=[CH:8][CH:9]=[C:10]([F:25])[CH:11]=2)[CH:6]=1.[F-].[K+]>CN(C)C=O.O>[CH3:1][O:2][C:3](=[O:26])[CH2:4][C:5]1[C:14]([C:15]#[CH:16])=[C:13]([O:21][C:22](=[O:24])[CH3:23])[C:12]2[C:7](=[CH:8][CH:9]=[C:10]([F:25])[CH:11]=2)[CH:6]=1 |f:1.2|. Procedure details: To a solution of (4-acetoxy-6-fluoro-3-trimethylsilanylethynyl-naphthalen-2-yl)-acetic acid methyl ester (200 mg, 0.538 mmol) in N,N-dimethylformamide and water (6 mL, v/v=150:1), was added potassium fluoride (156 mg, 2.7 mmol). The resulting mixture was stirred at room temperature for 4 hours, then poured into water (10 mL), and extracted with ethyl acetate (10 mL×3). The organic layers were combined, washed with brine, dried over sodium sulfate and concentrated in vacuo. The residue was purifi... The reactants are IC1=CNC2=CC=C(C=C12)C=1SC(=NN1)SC (2-(3-iodo-1H-indol-5-yl)-5-(methylthio)-1,3,4-thiadiazole), [H-].[Na+] (NaH), oil, S(=O)(=O)(C1=CC=C(C)C=C1)Cl (TsCl), ice H2O. Run in CN(C)C=O (DMF). Conditions: time 8 hour. Product: IC1=CN(C2=CC=C(C=C12)C=1SC(=NN1)SC)S(=O)(=O)C1=CC=C(C)C=C1 (2-(3-iodo-1-tosyl-1H-indol-5-yl)-5-(methylthio)-1,3,4-thiadiazole). Isolated yield 78.1%. Reaction SMILES: [I:1][C:2]1[C:10]2[C:5](=[CH:6][CH:7]=[C:8]([C:11]3[S:12][C:13]([S:16][CH3:17])=[N:14][N:15]=3)[CH:9]=2)[NH:4][CH:3]=1.[H-].[Na+].[S:20](Cl)([C:23]1[CH:29]=[CH:28][C:26]([CH3:27])=[CH:25][CH:24]=1)(=[O:22])=[O:21]>CN(C=O)C>[I:1][C:2]1[C:10]2[C:5](=[CH:6][CH:7]=[C:8]([C:11]3[S:12][C:13]([S:16][CH3:17])=[N:14][N:15]=3)[CH:9]=2)[N:4]([S:20]([C:23]2[CH:29]=[CH:28][C:26]([CH3:27])=[CH:25][CH:24]=2)(=[O:22])=[O:21])[CH:3]=1 |f:1.2|. Procedure details: To a solution of 2-(3-iodo-1H-indol-5-yl)-5-(methylthio)-1,3,4-thiadiazole (7.0 g, 18.7 mmol) in DMF (70 mL) was added NaH 60% in mineral oil (1.5 g, 37.4 mmol) followed by TsCl (5.3 g, 28.1 mmol). The reaction was stirred at RT for 8 h, and the mixture was then poured into ice/H2O. The resulting precipitate was filtered, washed with water and dried to give 2-(3-iodo-1-tosyl-1H-indol-5-yl)-5-(methylthio)-1,3,4-thiadiazole (7.7 g, 78%). MS (ESI, pos. ion) m/z: 528 (M+1); 1H-NMR (DMSO-d6, 300 MHz)... The reactants are CCNCC1CCNC1, CC#N, O=C(O)c1cn(-c2ccc(F)cc2)c2c(F)c(F)c(F)cc2c1=O. Product: CCNCC1CCN(c2c(F)cc3c(=O)c(C(=O)O)cn(-c4ccc(F)cc4)c3c2F)C1. RXN SMILES: [CH2:25]([CH3:26])[NH:27][CH2:28][CH:29]1[CH2:30][NH:31][CH2:32][CH2:33]1.[CH3:34][C:35]#[N:36].[F:1][c:2]1[cH:3][c:4]2[c:5](=[O:24])[c:6]([C:21](=[O:22])[OH:23])[cH:7][n:8](-[c:14]3[cH:15][cH:16][c:17]([F:20])[cH:18][cH:19]3)[c:9]2[c:10]([F:13])[c:11]1[F:12]>>[F:1][c:2]1[cH:3][c:4]2[c:5](=[O:24])[c:6]([C:21](=[O:22])[OH:23])[cH:7][n:8](-[c:14]3[cH:15][cH:16][c:17]([F:20])[cH:18][cH:19]3)[c:9]2[c:10]([F:13])[c:11]1[N:31]1[CH2:30][CH:29]([CH2:28][NH:27][CH2:25][CH3:26])[CH2:33][CH2:32]1. Reactants: Cc1ccccc1Nc1c(C(=O)C(C)C)cnc2c(O)cccc12, CC(C)(C)[O-], COCCCl, [K+], C1CCOC1. The product is COCCOc1cccc2c(Nc3ccccc3C)c(C(=O)C(C)C)cnc12. As a reaction SMILES: [C:1]([CH:2]([CH3:3])[CH3:4])(=[O:5])[c:6]1[cH:7][n:8][c:9]2[c:10]([OH:24])[cH:11][cH:12][cH:13][c:14]2[c:15]1[NH:16][c:17]1[c:18]([CH3:23])[cH:19][cH:20][cH:21][cH:22]1.[CH3:25][C:26]([CH3:27])([O-:28])[CH3:29].[CH3:31][O:32][CH2:33][CH2:34][Cl:35].[K+:30].[O:36]1[CH2:37][CH2:38][CH2:39][CH2:40]1>>[C:1]([CH:2]([CH3:3])[CH3:4])(=[O:5])[c:6]1[cH:7][n:8][c:9]2[c:10]([O:24][CH2:34][CH2:33][O:32][CH3:31])[cH:11][cH:12][cH:13][c:14]2[c:15]1[NH:16][c:17]1[c:18]([CH3:23])[cH:19][cH:20][cH:21][cH:22]1. The reactants are BrCC#N (bromoacetonitrile), [NH4+].[Cl-] (NH4Cl), OC1=C(C=O)C=CC=C1O (2,3-dihydroxybenzaldehyde), [H-].[Na+] (NaH), C(C)OC(=O)C1=NC(=CC=C1)CBr (6-bromomethyl-pyridine-2-carboxylic acid ethyl ester). Run in CS(=O)C (DMSO). Run at time 10 minute. Product: C(C)OC(=O)C1=NC(=CC=C1)COC1=C(C(=CC=C1)C=O)OCC#N (6-(2-cyanomethoxy-3-formyl-phenoxymethyl)-pyridine-2-carboxylic acid ethyl ester). As a reaction SMILES: [OH:1][C:2]1[C:9]([OH:10])=[CH:8][CH:7]=[CH:6][C:3]=1[CH:4]=[O:5].[H-].[Na+].[CH2:13]([O:15][C:16]([C:18]1[CH:23]=[CH:22][CH:21]=[C:20]([CH2:24]Br)[N:19]=1)=[O:17])[CH3:14].Br[CH2:27][C:28]#[N:29].[NH4+].[Cl-]>CS(C)=O>[CH2:13]([O:15][C:16]([C:18]1[CH:23]=[CH:22][CH:21]=[C:20]([CH2:24][O:10][C:9]2[CH:8]=[CH:7][CH:6]=[C:3]([CH:4]=[O:5])[C:2]=2[O:1][CH2:27][C:28]#[N:29])[N:19]=1)=[O:17])[CH3:14] |f:1.2,5.6|. Procedure details: To 2,3-dihydroxybenzaldehyde (1 mmol) in dry DMSO (2.5 mL) is added NaH (60% suspension in oil, 2.5 mmol). After 10 minutes, 6-bromomethyl-pyridine-2-carboxylic acid ethyl ester (1 mmol) is added. After 1 hour, bromoacetonitrile (0.07 mL, 1 mmol) is introduced at ambient temperature and mixture is stirred for 16 hours. Saturated aqueous NH4Cl solution is used to quench the reaction and the mixture is extracted with EtOAc. After drying over sodium sulfate, solvent is removed. Purification of the ... Reactants: CC=1C=C(N=C(N1)NC=2C=CC=CC2)C (pyrimethanil), C(CCCCCCC\C=C/CCCCCCCC)(=O)O (oleic acid). Run in C1(=CC=CC=C1)C (toluene). Run at time 8 hour. Product: CC=1C=C(N=C(N1)NC=2C=CC=CC2)C.C(CCCCCCC\C=C/CCCCCCCC)(=O)[O-] (pyrimethanil oleate). Reaction SMILES: [CH3:1][C:2]1[CH:3]=[C:4]([CH3:15])[N:5]=[C:6]([NH:8][C:9]2[CH:10]=[CH:11][CH:12]=[CH:13][CH:14]=2)[N:7]=1.[C:16]([OH:35])(=[O:34])[CH2:17][CH2:18][CH2:19][CH2:20][CH2:21][CH2:22][CH2:23]/[CH:24]=[CH:25]\[CH2:26][CH2:27][CH2:28][CH2:29][CH2:30][CH2:31][CH2:32][CH3:33]>C1(C)C=CC=CC=1>[CH3:1][C:2]1[CH:3]=[C:4]([CH3:15])[N:5]=[C:6]([NH:8][C:9]2[CH:10]=[CH:11][CH:12]=[CH:13][CH:14]=2)[N:7]=1.[C:16]([O-:35])(=[O:34])[CH2:17][CH2:18][CH2:19][CH2:20][CH2:21][CH2:22][CH2:23]/[CH:24]=[CH:25]\[CH2:26][CH2:27][CH2:28][CH2:29][CH2:30][CH2:31][CH2:32][CH3:33] |f:3.4|. Reported procedure: A solution of pyrimethanil (1.0 g), toluene (50 ml) and oleic acid (1.42 g) was allowed to stand overnight at room temperature. The toluene was evaporated under reduced pressure to give pyrimethanil oleate, as an oil. (compound 1) nmr data: